Dataset: the Open Reaction Database (ORD), a public repository of structured organic reaction records. Task: describe an organic reaction: reactants, conditions, products, and yield Reactants: C(CCC)C12CC3=CC(=CC=C3C2=C(C(CC1)=O)C)OC (9a-butyl-7-methoxy-4-methyl-1,2,9,9a-tetrahydro-3H-fluoren-3-one), B(Br)(Br)Br (BBr3), C1=CC=CC=C1 (benzene). Solvent: C(Cl)Cl (CH2Cl2), C(Cl)Cl (CH2Cl2). Conditions: time 2 hour. The product is C(CCC)C12CC3=CC(=CC=C3C2=C(C(CC1)=O)C)O (9a-butyl-7-hydroxy-4-methyl-1,2,9,9a-tetrahydro-3H-fluoren-3-one). As a reaction SMILES: [CH2:1]([C:5]12[CH2:17][CH2:16][C:15](=[O:18])[C:14]([CH3:19])=[C:13]1[C:12]1[C:7](=[CH:8][C:9]([O:20]C)=[CH:10][CH:11]=1)[CH2:6]2)[CH2:2][CH2:3][CH3:4].B(Br)(Br)Br.C1C=CC=CC=1>C(Cl)Cl>[CH2:1]([C:5]12[CH2:17][CH2:16][C:15](=[O:18])[C:14]([CH3:19])=[C:13]1[C:12]1[C:7](=[CH:8][C:9]([OH:20])=[CH:10][CH:11]=1)[CH2:6]2)[CH2:2][CH2:3][CH3:4]. Reported procedure: A solution of 9a-butyl-7-methoxy-4-methyl-1,2,9,9a-tetrahydro-3H-fluoren-3-one (76 mg, 0.267 mmol) in anhydrous CH2Cl2 (2 mL) was placed under a nitrogen atmosphere, cooled in an ice bath, and stirred while 1M BBr3 in CH2Cl2 (0.80 mL, 0.80 mmol) was added by syringe. The cooling bath was removed and the mixture was stirred at room temperature for 2 hours. The mixture was partitioned between EtOAc (20 mL) and water (20 mL) containing 2N HCl (2 mL). The organic phase was washed with brine (10 mL),... Starting materials: C1(CCCCC1)COC1=CC=C(C=C1)NCC=1C=NC=CC1 (3-(4-cyclohexylmethoxyphenylaminomethyl)pyridine), C([O-])([O-])=O.[K+].[K+] (potassium carbonate), CS(=O)(=O)Cl (methanesulfonyl chloride). The solvent is ClCCl (dichloromethane). Product: C1(CCCCC1)COC1=CC=C(C=C1)N(S(=O)(=O)C)CC=1C=NC=CC1 (N-(4-cyclohexylmethoxyphenyl)-N-(pyridin-3-ylmethyl)-methanesulfonamide). As a reaction SMILES: [CH:1]1([CH2:7][O:8][C:9]2[CH:14]=[CH:13][C:12]([NH:15][CH2:16][C:17]3[CH:18]=[N:19][CH:20]=[CH:21][CH:22]=3)=[CH:11][CH:10]=2)[CH2:6][CH2:5][CH2:4][CH2:3][CH2:2]1.C(=O)([O-])[O-].[K+].[K+].[CH3:29][S:30](Cl)(=[O:32])=[O:31]>ClCCl>[CH:1]1([CH2:7][O:8][C:9]2[CH:14]=[CH:13][C:12]([N:15]([CH2:16][C:17]3[CH:18]=[N:19][CH:20]=[CH:21][CH:22]=3)[S:30]([CH3:29])(=[O:32])=[O:31])=[CH:11][CH:10]=2)[CH2:6][CH2:5][CH2:4][CH2:3][CH2:2]1 |f:1.2.3|. Procedure: A 3.5 g. portion of 3-(4-cyclohexylmethoxyphenylaminomethyl)pyridine was dissolved in 15 ml. of dichloromethane, and 2.76 g. of potassium carbonate and 1.55 ml. of methanesulfonyl chloride were added. The mixture was stirred with gentle heating for 20 hours, and was then extracted with aqueous sodium bicarbonate, dried over magnesium sulfate and evaporated under vacuum. The residue was dissolved in chloroform and chromatographed over silica gel, eluting with chloroform. The product-containing fr...